From a dataset of the Open Reaction Database (ORD), a public repository of structured organic reaction records. describe an organic reaction: reactants, conditions, products, and yield The reactants are ClCC(=O)NC1=CC=CC=C1 (2-chloro-acetanilide), BrC1=NC=CC=C1 (2-bromopyridine). Yields the product ClCC(=O)N(C1=CC=CC=C1)C1=NC=CC=C1 (2-chloro-N-(2-pyridyl)acetanilide). Isolated yield 93.0%. Reaction SMILES: [Cl:1][CH2:2][C:3]([NH:5][C:6]1[CH:11]=[CH:10][CH:9]=[CH:8][CH:7]=1)=[O:4].Br[C:13]1[CH:18]=[CH:17][CH:16]=[CH:15][N:14]=1>>[Cl:1][CH2:2][C:3]([N:5]([C:13]1[CH:18]=[CH:17][CH:16]=[CH:15][N:14]=1)[C:6]1[CH:11]=[CH:10][CH:9]=[CH:8][CH:7]=1)=[O:4]. Procedure details: Using 2-chloro-acetanilide (5.1 g) and 2-bromopyridine (9.5 g), a reaction was made in the same manner as in 1) of Production Example 14. The subsequent purification by silica gel column chromatography (developing solvent, ethyl acetate:hexane=1:2 to 1:1) produced 2-chloro-N-(2-pyridyl)acetanilide (6.9 g, crude product) as a red oil. Starting materials: FC1=C(C=CC(=C1)F)C(=O)N=C=S (2,4-Difluoro-1-benzenecarbonyl isothiocyanate), FC1=C(C=CC(=C1)F)C(=O)Cl (2,4-difluoro-1-benzenecarbonyl chloride), COC=1C=C2C(=NC=NC2=CC1OC)OC1=CC=C(N)C=C1 (4-[(6,7-Dimethoxy-4-quinazolinyl)oxy]aniline), C1(=CC=CC=C1)C (toluene). Solvent: C(C)O (ethanol), C(C)O (ethanol). Conditions: time 2 hour. Yields the product FC1=C(C=CC(=C1)F)C(=O)N=C=S (2,4-Difluoro-1-benzenecarbonyl isothiocyanate), FC1=C(C(=O)NC(=S)NC2=CC=C(C=C2)OC2=NC=NC3=CC(=C(C=C23)OC)OC)C=CC(=C1)F (N-(2,4-Difluorobenzoyl)-N′-{4-[(6,7-dimethoxy-4-quinazolinyl)oxy]phenyl}thiourea). Isolated yield 92.0%. As a reaction SMILES: FC1C=C(F)C=CC=1C(Cl)=O.[F:12][C:13]1[CH:18]=[C:17]([F:19])[CH:16]=[CH:15][C:14]=1[C:20]([N:22]=[C:23]=[S:24])=[O:21].[CH3:25][O:26][C:27]1[CH:28]=[C:29]2[C:34](=[CH:35][C:36]=1[O:37][CH3:38])[N:33]=[CH:32][N:31]=[C:30]2[O:39][C:40]1[CH:46]=[CH:45][C:43]([NH2:44])=[CH:42][CH:41]=1.C1(C)C=CC=CC=1>C(O)C>[F:12][C:13]1[CH:18]=[C:17]([F:19])[CH:16]=[CH:15][C:14]=1[C:20]([N:22]=[C:23]=[S:24])=[O:21].[F:12][C:13]1[CH:18]=[C:17]([F:19])[CH:16]=[CH:15][C:14]=1[C:20]([NH:22][C:23]([NH:44][C:43]1[CH:45]=[CH:46][C:40]([O:39][C:30]2[C:29]3[C:34](=[CH:35][C:36]([O:37][CH3:38])=[C:27]([O:26][CH3:25])[CH:28]=3)[N:33]=[CH:32][N:31]=2)=[CH:41][CH:42]=1)=[S:24])=[O:21]. Procedure: 2,4-Difluoro-1-benzenecarbonyl isothiocyanate was prepared using commercially available 2,4-difluoro-1-benzenecarbonyl chloride (80 mg) as a starting compound according to the description of the literature. 2,4-Difluoro-1-benzenecarbonyl isothiocyanate was dissolved in ethanol (1 ml) to prepare a solution. 4-[(6,7-Dimethoxy-4-quinazolinyl)oxy]aniline (50 mg), toluene (5 ml), and ethanol (1 ml) were added to the solution, and the mixture was stirred at room temperature for 2 hr. The reaction solu... Reactants: C(C)(C)(C)N (tert-butylamine), O1C(=CC=C1)C(=O)O (furan-2-carboxylic acid), CN(C)C=O (DMF), C(C(=O)Cl)(=O)Cl (oxalyl chloride). Solvent: C1CCOC1 (THF), C(Cl)Cl (DCM). Conditions: time 3 hour. Yields the product C(C)(C)(C)NC(=O)C=1OC=CC1 (N-tert-butylfuran-2-carboxamide). As a reaction SMILES: [O:1]1[CH:5]=[CH:4][CH:3]=[C:2]1[C:6]([OH:8])=O.CN(C=O)C.C(Cl)(=O)C(Cl)=O.[C:20]([NH2:24])([CH3:23])([CH3:22])[CH3:21]>C(Cl)Cl.C1COCC1>[C:20]([NH:24][C:6]([C:2]1[O:1][CH:5]=[CH:4][CH:3]=1)=[O:8])([CH3:23])([CH3:22])[CH3:21]. Procedure: To a slurry of furan-2-carboxylic acid (10.0 g, 89 mmol) in 100 mL DCM at 0° C. under nitrogen was added DMF (0.069 ml, 0.89 mmol) and oxalyl chloride (9.9 ml, 112 mmol) slowly in small portions over 5 min. The reaction was allowed to warm to ambient temperature. After 3 h, the clear solution was concentrated in vacuo and the resulting oil was dissolved in 75 mL THF and cooled to 0° C. A solution of tert-butylamine (28 ml, 268 mmol) in 25 mL THF was added dropwise over 1 h. The bath was allowed ... Reactants: O=C(Nc1ccc(Cl)cc1)Nc1nc2ccc(C(=O)O)cc2s1, Nc1ccc2[nH]c(=O)oc2c1, CN(C)C=O, O, On1nnc2ccccc21. Yields the product O=C(Nc1ccc(Cl)cc1)Nc1nc2ccc(C(=O)Nc3ccc4[nH]c(=O)oc4c3)cc2s1. As a reaction SMILES: [Cl:1][c:2]1[cH:3][cH:4][c:5]([NH:8][C:9]([NH:10][c:11]2[s:12][c:13]3[c:14]([n:15]2)[cH:16][cH:17][c:18]([C:20](=[O:21])[OH:22])[cH:19]3)=[O:23])[cH:6][cH:7]1.[NH2:24][c:25]1[cH:26][c:27]2[c:28]([nH:29][c:30](=[O:32])[o:31]2)[cH:33][cH:34]1.[O:46]=[CH:47][N:48]([CH3:49])[CH3:50].[OH2:45].[OH:35][n:36]1[c:37]2[c:38]([cH:39][cH:40][cH:41][cH:42]2)[n:43][n:44]1>>[Cl:1][c:2]1[cH:3][cH:4][c:5]([NH:8][C:9]([NH:10][c:11]2[s:12][c:13]3[c:14]([n:15]2)[cH:16][cH:17][c:18]([C:20](=[O:22])[NH:24][c:25]2[cH:26][c:27]4[c:28]([nH:29][c:30](=[O:32])[o:31]4)[cH:33][cH:34]2)[cH:19]3)=[O:23])[cH:6][cH:7]1. Starting materials: ClC1=CC=C(OC2=NC=C(N=C2)Br)C=C1 (2-(4-chlorophenoxy)-5-bromopyrazine), CNCCNC (N,N′-dimethylethylenediamine), C([O-])([O-])=O.[K+].[K+] (potassium carbonate), FC(C=1C=C(C=CC1)[C@@H]1NC(O[C@H]1COC1OCCCC1)=O)(F)F ((4S,5R)-4-(3-(trifluoromethyl)phenyl)-5-((tetrahydro-2H-pyran-2-yloxy)methyl)-oxazolidin-2-one), C=1(C(=CC=CC1)S(=O)(=O)O)C (toluenesulfonic acid). The reagents and catalysts are [Cu]I (copper (I) iodide). The solvent is C(C)#N (acetonitrile), CO (methanol). Reaction conditions: temperature 110 celsius. The product is ClC1=CC=C(OC=2N=CC(=NC2)N2C(O[C@H]([C@@H]2C2=CC(=CC=C2)C(F)(F)F)CO)=O)C=C1 ((4S,5R)-3-(5-(4-chlorophenoxy)pyrazin-2-yl)-4-(3-(trifluoromethyl)phenyl)-5-(hydroxymethyl)oxazolidin-2-one). As a reaction SMILES: [F:1][C:2]([F:24])([F:23])[C:3]1[CH:4]=[C:5]([C@H:9]2[C@H:13]([CH2:14][O:15]C3CCCCO3)[O:12][C:11](=[O:22])[NH:10]2)[CH:6]=[CH:7][CH:8]=1.[Cl:25][C:26]1[CH:39]=[CH:38][C:29]([O:30][C:31]2[CH:36]=[N:35][C:34](Br)=[CH:33][N:32]=2)=[CH:28][CH:27]=1.CNCCNC.C(=O)([O-])[O-].[K+].[K+].C1(C)C(S(O)(=O)=O)=CC=CC=1>CO.[Cu]I.C(#N)C>[Cl:25][C:26]1[CH:39]=[CH:38][C:29]([O:30][C:31]2[N:32]=[CH:33][C:34]([N:10]3[C@@H:9]([C:5]4[CH:6]=[CH:7][CH:8]=[C:3]([C:2]([F:1])([F:23])[F:24])[CH:4]=4)[C@H:13]([CH2:14][OH:15])[O:12][C:11]3=[O:22])=[N:35][CH:36]=2)=[CH:28][CH:27]=1 |f:3.4.5|. Reported procedure: (4S,5R)-4-(3-(trifluoromethyl)phenyl)-5-((tetrahydro-2H-pyran-2-yloxy)methyl)-oxazolidin-2-one (prepared as in Example 64, Steps A and B) (54 mg, 0.16 mmol) was added to a 10 mL reaction vessel with a screw cap and charged with acetonitrile (0.5 mL), 2-(4-chlorophenoxy)-5-bromopyrazine (47 mg, 0.16 mmol), copper (I) iodide (14 mg, 0.074 mmol), N,N′-dimethylethylenediamine (0.014 mL, 0.15 mmol), and potassium carbonate (44 mg, 0.32 mmol). The vessel was sealed, evacuated and back-filled with nitr... Reactants: CNCCOC, Cc1ccccc1, COc1ccccc1COCCCOc1ccc(C2CCN(C(=O)OC(C)(C)C)CC2OCc2ccc(C)c(C(=O)Cl)c2)cc1. The product is COCCN(C)C(=O)c1cc(COC2CN(C(=O)OC(C)(C)C)CCC2c2ccc(OCCCOCc3ccccc3OC)cc2)ccc1C. Reaction SMILES: [CH3:46][O:47][CH2:48][CH2:49][NH:50][CH3:51].[CH3:52][c:53]1[cH:54][cH:55][cH:56][cH:57][cH:58]1.[Cl:1][C:2](=[O:3])[c:4]1[cH:5][c:6]([CH2:7][O:8][CH:9]2[CH2:10][N:11]([C:35](=[O:36])[O:37][C:38]([CH3:39])([CH3:40])[CH3:41])[CH2:12][CH2:13][CH:14]2[c:15]2[cH:16][cH:17][c:18]([O:21][CH2:22][CH2:23][CH2:24][O:25][CH2:26][c:27]3[c:28]([O:33][CH3:34])[cH:29][cH:30][cH:31][cH:32]3)[cH:19][cH:20]2)[cH:42][cH:43][c:44]1[CH3:45]>>[C:2](=[O:3])([c:4]1[cH:5][c:6]([CH2:7][O:8][CH:9]2[CH2:10][N:11]([C:35](=[O:36])[O:37][C:38]([CH3:39])([CH3:40])[CH3:41])[CH2:12][CH2:13][CH:14]2[c:15]2[cH:16][cH:17][c:18]([O:21][CH2:22][CH2:23][CH2:24][O:25][CH2:26][c:27]3[c:28]([O:33][CH3:34])[cH:29][cH:30][cH:31][cH:32]3)[cH:19][cH:20]2)[cH:42][cH:43][c:44]1[CH3:45])[N:50]([CH2:49][CH2:48][O:47][CH3:46])[CH3:51].